From a dataset of the Open Reaction Database (ORD), a public repository of structured organic reaction records. describe an organic reaction: reactants, conditions, products, and yield Starting materials: solution, C1(CCCCC1)O (cyclohexanol), N(=C=O)CC(=O)OCC (ethyl isocyanatoacetate). Run in ClCCl (dichloromethane), ClCCl (dichloromethane). Reaction conditions: time 15 minute. The product is C1(CCCCC1)OC(=O)NCC(=O)O ({[(cyclohexyloxy)carbonyl]amino}acetic acid). As a reaction SMILES: [N:1]([CH2:4][C:5]([O:7]CC)=[O:6])=[C:2]=[O:3].[CH:10]1([OH:16])[CH2:15][CH2:14][CH2:13][CH2:12][CH2:11]1>ClCCl>[CH:10]1([O:16][C:2]([NH:1][CH2:4][C:5]([OH:7])=[O:6])=[O:3])[CH2:15][CH2:14][CH2:13][CH2:12][CH2:11]1. Reported procedure: 620 mg (4.80 mmol) of ethyl isocyanatoacetate was dissolved in 5 ml of dichloromethane. 10 ml of a solution of 0.56 ml (5.28 mmol) of cyclohexanol in 10 ml of dichloromethane was added to the obtained solution under cooling with ice, and they were stirred at room temperature for 15 minutes. The reaction mixture was concentrated under reduced pressure. 5.8 ml of 1 N aqueous lithium hydroxide solution was added to the concentrate, and the obtained mixture was stirred in a solvent mixture of methan... The reactants are BrC1=CC=C(CNC2=C(C(=NC3=CC=CC=C23)C)C(C)=O)C=C1 (1-(4-(4-bromobenzylamino)-2-methylquinolin-3-yl)ethanone), BrC1=C(C=C(CBr)C=C1)F (4-bromo-3-fluorobenzyl bromide), BrC1=CC=C(CNC2=C(C(=NC3=CC=CC=C23)C)C(C)=O)C=C1 (1-(4-(4-bromobenzylamino)-2-methylquinolin-3-yl)ethanone), NC1=C(C(=NC2=CC=CC=C12)C)C(C)=O (1-(4-amino-2-methylquinolin-3-yl)ethanone). Reported procedure: 1-(4-(4-Bromo-3-fluorobenzylamino)-2-methylquinolin-3-yl)ethanone was synthesized by the same process as described for 1-(4-(4-bromobenzylamino)-2-methylquinolin-3-yl)ethanone (Example 1, Intermediate 2c) starting from 1-(4-amino-2-methylquinolin-3-yl)ethanone and 4-bromo-3-fluorobenzyl bromide. MS(ES+): 387/389. The product is BrC1=C(C=C(CNC2=C(C(=NC3=CC=CC=C23)C)C(C)=O)C=C1)F (1-(4-(4-Bromo-3-fluorobenzylamino)-2-methylquinolin-3-yl)ethanone). Reaction SMILES: [Br:1][C:2]1[CH:23]=[CH:22][C:5]([CH2:6][NH:7][C:8]2[C:17]3[C:12](=[CH:13][CH:14]=[CH:15][CH:16]=3)[N:11]=[C:10]([CH3:18])[C:9]=2[C:19](=[O:21])[CH3:20])=[CH:4][CH:3]=1.NC1C2C(=CC=CC=2)N=C(C)C=1C(=O)C.BrC1C=CC(CBr)=CC=1[F:48]>>[Br:1][C:2]1[CH:3]=[CH:4][C:5]([CH2:6][NH:7][C:8]2[C:17]3[C:12](=[CH:13][CH:14]=[CH:15][CH:16]=3)[N:11]=[C:10]([CH3:18])[C:9]=2[C:19](=[O:21])[CH3:20])=[CH:22][C:23]=1[F:48].